This data is from the Open Reaction Database (ORD), a public repository of structured organic reaction records. The task is: describe an organic reaction: reactants, conditions, products, and yield The reactants are CC1=C(C=C(C=C1C)C)O (2,3,5-trimethylphenol), [OH-].[Na+] (sodium hydroxide), O (water), C=O (formaldehyde), C(C)(=O)O (acetic acid). Reaction conditions: temperature 40 celsius, time 1 hour. Product: OCC1=C(C(=C(C(=C1C)CO)C)C)O (2,4-bis(hydroxymethyl)-3,5,6-trimethylphenol). Yield: 51.0%. RXN SMILES: [CH3:1][C:2]1[C:7]([CH3:8])=[CH:6][C:5]([CH3:9])=[CH:4][C:3]=1[OH:10].[OH-:11].[Na+].O.[CH2:14]=O.[C:16](O)(=[O:18])C>>[OH:11][CH2:1][C:2]1[C:7]([CH3:8])=[C:6]([CH2:16][OH:18])[C:5]([CH3:9])=[C:4]([CH3:14])[C:3]=1[OH:10] |f:1.2|. Reported procedure: Into a 2 liter four-necked flask were charged 136.19 g of 2,3,5-trimethylphenol, 48.0 g of sodium hydroxide and 480 g of water. While stirring at 40° C., 486.91 g of 37% formaldehyde was added dropwise thereto over one hour, and the reaction was conducted for 3 more hours. After completion of the reaction, 180.15 g of 90% aqueous acetic acid solution was added for neutralization, then the mixture was cooled to25° C. and filtered. The filtrate was extracted with 1000 g of ethylacetate and the eth... As a reaction SMILES: [CH:28](=[O:29])[OH:30].[ClH:1].[ClH:2].[ClH:3].[O:4]1[CH2:5][CH2:6][c:7]2[c:8]1[c:9]([N:13]1[CH2:14][CH2:15][N:16]([CH2:19][CH2:20][CH:21]3[CH2:22][CH2:23][CH:24]([NH2:27])[CH2:25][CH2:26]3)[CH2:17][CH2:18]1)[n:10][cH:11][cH:12]2>>[O:4]1[CH2:5][CH2:6][c:7]2[c:8]1[c:9]([N:13]1[CH2:14][CH2:15][N:16]([CH2:19][CH2:20][CH:21]3[CH2:22][CH2:23][CH:24]([NH:27][CH:28]=[O:29])[CH2:25][CH2:26]3)[CH2:17][CH2:18]1)[n:10][cH:11][cH:12]2. Product: O=CNC1CCC(CCN2CCN(c3nccc4c3OCC4)CC2)CC1. Starting materials: O=CO, Cl, Cl, Cl, NC1CCC(CCN2CCN(c3nccc4c3OCC4)CC2)CC1. Starting materials: CCOP(=O)(OCC)C(CC(C)C)C(=O)OC, O=Cc1ccccc1, [H-], [Na+], C1CCOC1. The product is COC(=O)C(=Cc1ccccc1)CC(C)C. Reaction SMILES: [CH3:1][O:2][C:3]([CH:4]([CH2:5][CH:6]([CH3:7])[CH3:8])[P:9]([O:10][CH2:11][CH3:12])([O:13][CH2:14][CH3:15])=[O:16])=[O:17].[CH:20](=[O:21])[c:22]1[cH:23][cH:24][cH:25][cH:26][cH:27]1.[H-:18].[Na+:19].[O:28]1[CH2:29][CH2:30][CH2:31][CH2:32]1>>[CH3:1][O:2][C:3]([C:4]([CH2:5][CH:6]([CH3:7])[CH3:8])=[CH:20][c:22]1[cH:23][cH:24][cH:25][cH:26][cH:27]1)=[O:17]. The reactants are O=C[C@H](O)[C@@H](O)[C@H](O)[C@H](O)CO (D-glucose), C(C)(C)N (isopropylamine), ClCCN=C=O (2-chloroethyl isocyanate). The product is ClCCNC(=O)N(C1[C@H](O)[C@@H](O)[C@H](O)[C@H](O1)CO)C(C)C (1-(2-chloroethyl)-3-isopropyl-3-D-glucopyranosylurea). The yield is 73.5%. RXN SMILES: O=[CH:2][C@@H:3]([C@H:5]([C@@H:7]([C@@H:9]([CH2:11][OH:12])[OH:10])[OH:8])[OH:6])[OH:4].[CH:13]([NH2:16])([CH3:15])[CH3:14].[Cl:17][CH2:18][CH2:19][N:20]=[C:21]=[O:22]>>[Cl:17][CH2:18][CH2:19][NH:20][C:21]([N:16]([CH:13]([CH3:15])[CH3:14])[CH:2]1[O:10][C@H:9]([CH2:11][OH:12])[C@@H:7]([OH:8])[C@H:5]([OH:6])[C@H:3]1[OH:4])=[O:22]. Procedure details: 3.6 g of D-glucose, 2.0 g of isopropylamine and 2.5 g of 2-chloroethyl isocyanate are treated in the same manner as described in Example 5-(1). 4.8 g of 1-(2-chloroethyl)-3-isopropyl-3-D-glucopyranosylurea are obtained as colorless caramel. The reactants are CN1C=NC=C1 (1-methylimidazole), C(=O)=O (carbon dioxide), CN1C=NC=C1 (1-methylimidazole), C(OC)(OC)=O (dimethyl carbonate), stainless steel. The solvent is CO (methanol). Conditions: temperature 130 celsius, time 60 hour. The product is COC([O-])=O.C[N+]1=CN(C=C1)C (1,3-dimethylimidazolium monomethyl carbonate). Reaction SMILES: [CH3:1][N:2]1[CH:6]=[CH:5][N:4]=[CH:3]1.[C:7](=[O:12])([O:10]C)[O:8][CH3:9].[C:13](=O)=O>CO>[CH3:9][O:8][C:7](=[O:10])[O-:12].[CH3:1][N+:2]1[CH:6]=[CH:5][N:4]([CH3:13])[CH:3]=1 |f:4.5|. Reported procedure: 82 parts of 1-methylimidazole, 135 parts of dimethyl carbonate and 192 parts of methanol were put into an autoclave made of a stainless steel equipped with a cooling condenser and mixed homogenously. After nitrogen substitution, the temperature was then raised to 130° C. while being sealed, so as to initiate a reaction. At the beginning, the pressure was approximately at 4.5 Kg/cm2, but it was gradually raised due to generation of carbon dioxide, so that the gasses were appropriately released fr... RXN SMILES: [NH2:1][C:2]1[CH:3]=[CH:4][C:5]([OH:13])=[C:6]2[C:11]=1[NH:10][C:9](=[O:12])[CH2:8][CH2:7]2.C([O-])(=O)C.[Na+].[CH3:19][S:20](Cl)(=[O:22])=[O:21].O>C(O)(=O)C>[OH:13][C:5]1[CH:4]=[CH:3][C:2]([NH:1][S:20]([CH3:19])(=[O:22])=[O:21])=[C:11]2[C:6]=1[CH2:7][CH2:8][C:9](=[O:12])[NH:10]2 |f:1.2|. Reactants: NC=1C=CC(=C2CCC(NC12)=O)O (8-amino-5-hydroxy-3,4-dihydrocarbostyril), O (water), C(C)(=O)[O-].[Na+] (sodium acetate), CS(=O)(=O)Cl (methanesulfonyl chloride). The yield is 54.1%. Solvent: C(C)(=O)O (acetic acid). Reported procedure: 5.0 g of 8-amino-5-hydroxy-3,4-dihydrocarbostyril was suspended in 30 ml of acetic acid, and 4.0 g of sodium acetate was added to the suspension while stirring. 3.5 g of methanesulfonyl chloride was then added to the mixture followed by heating for 7 hours while refluxing. After completion of the reaction, 100 ml of water was added to the reaction mixture which was then concentrated to dryness under reduced pressure. The resulting residue was added to 200 ml of water, and the mixture was stirred... Yields the product OC1=C2CCC(NC2=C(C=C1)NS(=O)(=O)C)=O (5-hydroxy-8-methanesulfonylamino-3,4-dihydrocarbostyril). The reactants are OC1=CC=C(C(=O)N(C2=C(C=CC(=C2)OC)C2CC=3C=CC(=CC3CC2)OC(C(C)(C)C)=O)C(C)C)C=C1 (pivalic acid 6-{2-[(4-hydroxybenzoyl)isopropylamino]-4-methoxyphenyl}-5,6,7,8-tetrahydronaphthalen-2-yl ester), ClCC(=O)NCC (2-chloro-N-ethylacetamide). Product: C(C)NCCOC1=CC=C(CN(C2=C(C=CC(=C2)OC)C2CC=3C=CC(=CC3CC2)O)C(C)C)C=C1 (6-{2-{[4-(2-Ethylaminoethoxy)benzyl]isopropylamino}-4-methoxyphenyl}-5,6,7,8-tetrahydronaphthalen-2-ol). The yield is 7.5%. RXN SMILES: [OH:1][C:2]1[CH:38]=[CH:37][C:5]([C:6]([N:8]([CH:34]([CH3:36])[CH3:35])[C:9]2[CH:14]=[C:13]([O:15][CH3:16])[CH:12]=[CH:11][C:10]=2[CH:17]2[CH2:26][CH2:25][C:24]3[CH:23]=[C:22]([O:27]C(=O)C(C)(C)C)[CH:21]=[CH:20][C:19]=3[CH2:18]2)=O)=[CH:4][CH:3]=1.Cl[CH2:40][C:41]([NH:43][CH2:44][CH3:45])=O>>[CH2:41]([NH:43][CH2:44][CH2:45][O:1][C:2]1[CH:38]=[CH:37][C:5]([CH2:6][N:8]([CH:34]([CH3:36])[CH3:35])[C:9]2[CH:14]=[C:13]([O:15][CH3:16])[CH:12]=[CH:11][C:10]=2[CH:17]2[CH2:26][CH2:25][C:24]3[CH:23]=[C:22]([OH:27])[CH:21]=[CH:20][C:19]=3[CH2:18]2)=[CH:4][CH:3]=1)[CH3:40]. Procedure details: Synthesized from pivalic acid 6-{2-[(4-hydroxybenzoyl)isopropylamino]-4-methoxyphenyl}-5,6,7,8-tetrahydronaphthalen-2-yl ester (31 mg) and 2-chloro-N-ethylacetamide (22 mg) according to an analogous synthetic method to Example 404 and purified by LC-MS, the title compound (2.2 mg) was obtained.